Dataset: the Open Reaction Database (ORD), a public repository of structured organic reaction records. Task: describe an organic reaction: reactants, conditions, products, and yield Reactants: C (Charcoal), [H][H] (hydrogen), C(C)(=O)NC1CCN(CC1)CC1=CC=CC=C1 (4-acetylamino-1-benzylpiperidine), Cl (hydrochloric acid). Reagents/catalysts: [Pd] (Palladium on charcoal). Solvent: CO (methanol). Run at time 1 hour. The product is Cl.C(C)(=O)NC1CCNCC1 (4-acetylaminopiperidine hydrochloride). As a reaction SMILES: [C:1]([NH:4][CH:5]1[CH2:10][CH2:9][N:8](CC2C=CC=CC=2)[CH2:7][CH2:6]1)(=[O:3])[CH3:2].[ClH:18].[H][H].C>[Pd].CO>[ClH:18].[C:1]([NH:4][CH:5]1[CH2:10][CH2:9][NH:8][CH2:7][CH2:6]1)(=[O:3])[CH3:2] |f:6.7|. Procedure: 10% w/w Palladium on charcoal (1.5 g) was added to a solution of the product from step (i) (10.0 g), 1 molar hydrochloric acid (21.5 ml) and methanol (150 ml) and the mixture hydrogenated at room temperature and pressure until the theoretical amount of hydrogen had been taken up. Charcoal was added, the mixture stirred for 1 hour then filtered through diatomaceous earth and the filtrate evaporated to dryness giving 4-acetylaminopiperidine hydrochloride, 8.64 g, as a sticky foam: NMR (CDCl3 +d6DM... Procedure details: The title compound was prepared from methyl 3-{[(1R)-1-(2-chloro-3-{[(1,1-dimethylethyl)(dimethyl)silyl]oxy}phenyl)ethyl]oxy}-5-[5-(5-methyl-1,3,4-oxadiazol-2-yl)-1H-benzimidazol-1-yl]-2-thiophenecarboxylate (82.0 mg, 0.312 mmol) using a procedure analogous to Intermediate 3, Step F to give 55.9 mg of the desired product. MS (ESI): 511 [M+H]+. Reactants: ClC1=C(C=CC=C1O[Si](C)(C)C(C)(C)C)[C@@H](C)OC1=C(SC(=C1)N1C=NC2=C1C=CC(=C2)C=2OC(=NN2)C)C(=O)OC (methyl 3-{[(1R)-1-(2-chloro-3-{[(1,1-dimethylethyl)(dimethyl)silyl]oxy}phenyl)ethyl]oxy}-5-[5-(5-methyl-1,3,4-oxadiazol-2-yl)-1H-benzimidazol-1-yl]-2-thiophenecarboxylate), ClC1=C(C=CC=C1O)[C@@H](C)OC1=C(SC(=C1)N1C=NC2=C1C=C(C=C2)C#N)C(=O)OC (methyl 3-[(1R)-1-(2-chloro-3-hydroxyphenyl)ethoxy]-5-(6-cyano-1H-benzimidazol-1-yl)thiophene-2-carboxylate). As a reaction SMILES: [Cl:1][C:2]1[C:7]([O:8][Si](C(C)(C)C)(C)C)=[CH:6][CH:5]=[CH:4][C:3]=1[C@H:16]([O:18][C:19]1[CH:23]=[C:22]([N:24]2[C:28]3[CH:29]=[CH:30][C:31]([C:33]4[O:34][C:35]([CH3:38])=[N:36][N:37]=4)=[CH:32][C:27]=3[N:26]=[CH:25]2)[S:21][C:20]=1[C:39]([O:41][CH3:42])=[O:40])[CH3:17].ClC1C(O)=CC=CC=1[C@H](OC1C=C(N2C3C=C(C#N)C=CC=3N=C2)SC=1C(OC)=O)C>>[Cl:1][C:2]1[C:7]([OH:8])=[CH:6][CH:5]=[CH:4][C:3]=1[C@H:16]([O:18][C:19]1[CH:23]=[C:22]([N:24]2[C:28]3[CH:29]=[CH:30][C:31]([C:33]4[O:34][C:35]([CH3:38])=[N:36][N:37]=4)=[CH:32][C:27]=3[N:26]=[CH:25]2)[S:21][C:20]=1[C:39]([O:41][CH3:42])=[O:40])[CH3:17]. Isolated yield 35.1%. Yields the product ClC1=C(C=CC=C1O)[C@@H](C)OC1=C(SC(=C1)N1C=NC2=C1C=CC(=C2)C=2OC(=NN2)C)C(=O)OC (Methyl 3-{[(1R)-1-(2-chloro-3-hydroxyphenyl)ethyl]oxy}-5-[5-(5-methyl-1,3,4-oxadiazol-2-yl)-1H-benzimidazol-1-yl]-2-thiophenecarboxylate). Starting materials: C(C)(C)(C)OC(=O)NCC(=O)C1=CC=C(OCC(=O)O)C=C1 ((4-{2-tert-Butoxycarbonylamino-acetyl}-phenoxy)-acetic acid), C(C1=CC=CC=C1)OC(=O)N1CCC(CC1)O (4-hydroxy-piperidine-1-carboxylic acid benzyl ester), C1CCC(CC1)N=C=NC2CCCCC2 (DCC). The product is C(C1=CC=CC=C1)OC(=O)N1CCC(CC1)OC(COC1=CC=C(C=C1)C(CNC(=O)OC(C)(C)C)=O)=O (4-(2-{4-[2-tert-Butoxycarbonylamino-acetyl]-phenoxy}-acetoxy)-piperidine-1-carboxylic acid benzyl ester). As a reaction SMILES: [C:1]([O:5][C:6]([NH:8][CH2:9][C:10]([C:12]1[CH:22]=[CH:21][C:15]([O:16][CH2:17][C:18]([OH:20])=[O:19])=[CH:14][CH:13]=1)=[O:11])=[O:7])([CH3:4])([CH3:3])[CH3:2].[CH2:23]([O:30][C:31]([N:33]1[CH2:38][CH2:37][CH:36](O)[CH2:35][CH2:34]1)=[O:32])[C:24]1[CH:29]=[CH:28][CH:27]=[CH:26][CH:25]=1.C1CCC(N=C=NC2CCCCC2)CC1>>[CH2:23]([O:30][C:31]([N:33]1[CH2:38][CH2:37][CH:36]([O:19][C:18](=[O:20])[CH2:17][O:16][C:15]2[CH:14]=[CH:13][C:12]([C:10](=[O:11])[CH2:9][NH:8][C:6]([O:5][C:1]([CH3:4])([CH3:2])[CH3:3])=[O:7])=[CH:22][CH:21]=2)[CH2:35][CH2:34]1)=[O:32])[C:24]1[CH:25]=[CH:26][CH:27]=[CH:28][CH:29]=1. Procedure: The compound of example 1f was treated with 4-hydroxy-piperidine-1-carboxylic acid benzyl ester in the presence of DCC as described in the procedure of example 5a to obtain the title compound. The crude material was purified using flash chromatography (silica gel, 5% CH3CN in chloroform). Yield, 73%; analysis: C28H34N2O8 requires: C, 63.87; H, 6.51; N, 5.32; found: C, 64.13; H, 6.78; N, 5.02%.